From a dataset of the Open Reaction Database (ORD), a public repository of structured organic reaction records. describe an organic reaction: reactants, conditions, products, and yield The reactants are CC(=O)OC(C)=O, CCOC(C)=O, NNc1ccc(Cl)cc1Cl. The product is CC(=O)NNc1ccc(Cl)cc1Cl. Reaction SMILES: [CH3:11][C:12](=[O:13])[O:14][C:15](=[O:16])[CH3:17].[CH3:18][CH2:19][O:20][C:21](=[O:22])[CH3:23].[Cl:1][c:2]1[c:3]([NH:9][NH2:10])[cH:4][cH:5][c:6]([Cl:8])[cH:7]1>>[Cl:1][c:2]1[c:3]([NH:9][NH:10][C:12]([CH3:11])=[O:13])[cH:4][cH:5][c:6]([Cl:8])[cH:7]1. Yields the product COc1ccc(-c2cc3ccccc3[nH]2)cc1NC(=S)NCCNC(=O)OC(C)(C)C. RXN SMILES: [C:21]([CH3:22])([CH3:23])([CH3:24])[O:25][C:26](=[O:27])[NH:28][CH2:29][CH2:30][NH2:31].[CH3:32][CH2:33][O:34][C:35](=[O:36])[CH3:37].[nH:1]1[c:2](-[c:10]2[cH:11][cH:12][c:13]([O:19][CH3:20])[c:14]([N:16]=[C:17]=[S:18])[cH:15]2)[cH:3][c:4]2[cH:5][cH:6][cH:7][cH:8][c:9]12>>[nH:1]1[c:2](-[c:10]2[cH:11][cH:12][c:13]([O:19][CH3:20])[c:14]([NH:16][C:17](=[S:18])[NH:31][CH2:30][CH2:29][NH:28][C:26]([O:25][C:21]([CH3:22])([CH3:23])[CH3:24])=[O:27])[cH:15]2)[cH:3][c:4]2[cH:5][cH:6][cH:7][cH:8][c:9]12. Reactants: CC(C)(C)OC(=O)NCCN, CCOC(C)=O, COc1ccc(-c2cc3ccccc3[nH]2)cc1N=C=S. The reactants are OC1=C(C(=O)OC)C=C(C(=C1)OC)B1OC(C(O1)(C)C)(C)C (methyl 2-hydroxy-4-methoxy-5-(4,4,5,5-tetramethyl-1,3,2-dioxaborolan-2-yl)benzoate), COCCOC (DME), BrCC1=CC=C(C=C1)N1N=CC=C1 (1-(4-(bromomethyl)phenyl)-1H-pyrazole), C([O-])([O-])=O.[Na+].[Na+] (sodium carbonate). Reagents/catalysts: C=1C=CC(=CC1)[P](C=2C=CC=CC2)(C=3C=CC=CC3)[Pd]([P](C=4C=CC=CC4)(C=5C=CC=CC5)C=6C=CC=CC6)([P](C=7C=CC=CC7)(C=8C=CC=CC8)C=9C=CC=CC9)[P](C=1C=CC=CC1)(C=1C=CC=CC1)C=1C=CC=CC1 (tetrakis(triphenylphosphine)palladium(0)). Run in C(C)(=O)OCC (ethyl acetate), O (water), O (water). Run at temperature 80 celsius, time 8 hour. Yields the product N1(N=CC=C1)C1=CC=C(CC=2C(=CC(=C(C(=O)OC)C2)O)OC)C=C1 (methyl 5-(4-(1H-pyrazol-1-yl)benzyl)-2-hydroxy-4-methoxybenzoate). Yield: 54.6%. RXN SMILES: [OH:1][C:2]1[CH:11]=[C:10]([O:12][CH3:13])[C:9](B2OC(C)(C)C(C)(C)O2)=[CH:8][C:3]=1[C:4]([O:6][CH3:7])=[O:5].COCCOC.Br[CH2:30][C:31]1[CH:36]=[CH:35][C:34]([N:37]2[CH:41]=[CH:40][CH:39]=[N:38]2)=[CH:33][CH:32]=1.C(=O)([O-])[O-].[Na+].[Na+]>C1C=CC([P]([Pd]([P](C2C=CC=CC=2)(C2C=CC=CC=2)C2C=CC=CC=2)([P](C2C=CC=CC=2)(C2C=CC=CC=2)C2C=CC=CC=2)[P](C2C=CC=CC=2)(C2C=CC=CC=2)C2C=CC=CC=2)(C2C=CC=CC=2)C2C=CC=CC=2)=CC=1.C(OCC)(=O)C.O>[N:37]1([C:34]2[CH:35]=[CH:36][C:31]([CH2:30][C:9]3[C:10]([O:12][CH3:13])=[CH:11][C:2]([OH:1])=[C:3]([CH:8]=3)[C:4]([O:6][CH3:7])=[O:5])=[CH:32][CH:33]=2)[CH:41]=[CH:40][CH:39]=[N:38]1 |f:3.4.5,^1:51,53,72,91|. Procedure details: To a solution of methyl 2-hydroxy-4-methoxy-5-(4,4,5,5-tetramethyl-1,3,2-dioxaborolan-2-yl)benzoate (0.80 g) in a mixed solvent of DME (12.0 mL)-water (4.00 mL) were added 1-(4-(bromomethyl)phenyl)-1H-pyrazole (0.62 g), tetrakis(triphenylphosphine)palladium(0) (0.15 g) and sodium carbonate (0.55 g), and the mixture was stirred overnight at 80° C. under argon atmosphere. The reaction mixture was allowed to be cooled to room temperature, water and ethyl acetate were added thereto, and the mixture ... Starting materials: CCO, Cc1ccccc1N, Nc1nc(Cl)c2ccccc2n1. Yields the product Cc1ccccc1Nc1nc(N)nc2ccccc12. Reaction SMILES: [CH3:21][CH2:22][OH:23].[NH2:13][c:14]1[c:15]([CH3:20])[cH:16][cH:17][cH:18][cH:19]1.[NH2:1][c:2]1[n:3][c:4]2[cH:5][cH:6][cH:7][cH:8][c:9]2[c:10]([Cl:12])[n:11]1>>[NH2:1][c:2]1[n:3][c:4]2[cH:5][cH:6][cH:7][cH:8][c:9]2[c:10]([NH:13][c:14]2[c:15]([CH3:20])[cH:16][cH:17][cH:18][cH:19]2)[n:11]1. Reactants: C(C)(C)NC(CN1N=CC(=C1)[N+](=O)[O-])=O (N-isopropyl-2-(4-nitro-1H-pyrazol-1-yl)acetamide). Reagents/catalysts: [Pd] (Pd/C). Solvent: C1CCOC1 (THF). Run at time 5 hour. Yields the product NC=1C=NN(C1)CC(=O)NC(C)C (2-(4-amino-1H-pyrazol-1-yl)-N-isopropylacetamide). Isolated yield 100.0%. As a reaction SMILES: [CH:1]([NH:4][C:5](=[O:15])[CH2:6][N:7]1[CH:11]=[C:10]([N+:12]([O-])=O)[CH:9]=[N:8]1)([CH3:3])[CH3:2]>C1COCC1.[Pd]>[NH2:12][C:10]1[CH:9]=[N:8][N:7]([CH2:6][C:5]([NH:4][CH:1]([CH3:3])[CH3:2])=[O:15])[CH:11]=1. Reported procedure: A mixture of N-isopropyl-2-(4-nitro-1H-pyrazol-1-yl)acetamide (12 g, 56.5 mmol) and Pd/C (1 g) in THF (100 mL) was stirred at room temperature under an atmosphere of hydrogen for 5 h then filtered over Celite. The filtrate was concentrated in vacuo to afford 2-(4-amino-1H-pyrazol-1-yl)-N-isopropylacetamide V-3 (10.3 g, 100%). LC-MS (Method A), RT=1.42 min. (ES+) 183. Starting materials: C(C1=CC=CC=C1)(C1=CC=CC=C1)N1CC(C1)(C(=O)N)NCC (1-benzhydryl-3-ethylaminoazetidine-3-carboxylic acid amide), Cl (HCl). The reagents and catalysts are [OH-].[OH-].[Pd+2] (Pd(OH)2 on carbon). Run in CO (methanol), CO (methanol), CC(C)(C)OC (MTBE). Yields the product Cl.C(C)NC1(CNCCC1)C(=O)N (3-Ethylaminopiperidine-3-carboxylic Acid Amide, Hydrochloride Salt). RXN SMILES: [CH:1]([N:14]1[CH2:17][C:16]([NH:21][CH2:22][CH3:23])([C:18]([NH2:20])=[O:19])[CH2:15]1)([C:8]1C=CC=CC=1)C1C=CC=CC=1.[ClH:24]>CO.CC(OC)(C)C.[OH-].[OH-].[Pd+2]>[ClH:24].[CH2:22]([NH:21][C:16]1([C:18]([NH2:20])=[O:19])[CH2:15][CH2:8][CH2:1][NH:14][CH2:17]1)[CH3:23] |f:4.5.6,7.8|. Procedure: To a suspension of 1-benzhydryl-3-ethylaminoazetidine-3-carboxylic acid amide (I-1A-3d; 36.1 g, 117 mmol) in methanol (560 ml) at room temperature was added concentrated aqueous HCl (19.5 ml, 234 mmol), resulting in a clear solution. To 20% Pd(OH)2 on carbon (3.75 g) was added methanol (85 ml), followed by the methanolic solution of I-1A-3d. The mixture was placed on a Parr® shaker and then reduced (50 psi H2) at room temperature for 20 hours. The reaction was then filtered through Celite® and t... Starting materials: CCN(Cc1ccccc1F)C(=O)COc1ccc(OCc2ccccc2C(=O)OC)cc1, CCO, [K+], [OH-]. The product is CCN(Cc1ccccc1F)C(=O)COc1ccc(OCc2ccccc2C(=O)O)cc1. RXN SMILES: [CH2:1]([CH3:2])[N:3]([C:4]([CH2:5][O:6][c:7]1[cH:8][cH:9][c:10]([O:11][CH2:12][c:13]2[c:14]([C:15](=[O:16])[O:17][CH3:18])[cH:19][cH:20][cH:21][cH:22]2)[cH:23][cH:24]1)=[O:25])[CH2:26][c:27]1[c:28]([F:33])[cH:29][cH:30][cH:31][cH:32]1.[CH3:36][CH2:37][OH:38].[K+:35].[OH-:34]>>[CH2:1]([CH3:2])[N:3]([C:4]([CH2:5][O:6][c:7]1[cH:8][cH:9][c:10]([O:11][CH2:12][c:13]2[c:14]([C:15](=[O:16])[OH:17])[cH:19][cH:20][cH:21][cH:22]2)[cH:23][cH:24]1)=[O:25])[CH2:26][c:27]1[c:28]([F:33])[cH:29][cH:30][cH:31][cH:32]1. Product: FC1=CC=C(C=C1)C=1SC(=CC1C1=CC=C(C=C1)S(=O)(=O)C)C(C)O (2-(4-fluorophenyl)-5-(1-hydroxyethyl)-3-[4-(methylsulfonyl)phenyl]thiophene). As a reaction SMILES: [C:1]([C:4]1[S:8][C:7]([C:9]2[CH:14]=[CH:13][C:12]([F:15])=[CH:11][CH:10]=2)=[C:6]([C:16]2[CH:21]=[CH:20][C:19]([S:22]([CH3:25])(=[O:24])=[O:23])=[CH:18][CH:17]=2)[CH:5]=1)(=[O:3])[CH3:2].[BH4-].[Na+].C(O)(=O)C>CO>[F:15][C:12]1[CH:11]=[CH:10][C:9]([C:7]2[S:8][C:4]([CH:1]([OH:3])[CH3:2])=[CH:5][C:6]=2[C:16]2[CH:21]=[CH:20][C:19]([S:22]([CH3:25])(=[O:23])=[O:24])=[CH:18][CH:17]=2)=[CH:14][CH:13]=1 |f:1.2|. Isolated yield 73.6%. Run at time 2 hour. The solvent is CO (methanol). Starting materials: C(C)(=O)C1=CC(=C(S1)C1=CC=C(C=C1)F)C1=CC=C(C=C1)S(=O)(=O)C (5-acetyl-2-(4-fluorophenyl)-3-[4-(methylsulfonyl)phenyl]thiophene), [BH4-].[Na+] (sodium borohydride), C(C)(=O)O (Acetic acid). Procedure: A mixture of 5-acetyl-2-(4-fluorophenyl)-3-[4-(methylsulfonyl)phenyl]thiophene (1 g) and sodium borohydride (0.12 g) in methanol (19 ml) was stirred at ambient temperature for 2 hours. Acetic acid (1 ml) was added and the mixture was concentrated. The residue was dissolved in ethyl acetate, washed with water and an aqueous solution of sodium bicarbonate, dried and concentrated. The residue was recrystallized from a mixture of hexane and ethyl acetate to give crystals of 2-(4-fluorophenyl)-5-(1-h...